This data is from the Open Reaction Database (ORD), a public repository of structured organic reaction records. The task is: describe an organic reaction: reactants, conditions, products, and yield Starting materials: CC1([C@@H](N2[C@H](S1)[C@@H](C2=O)NC(=O)COC=3C=CC=CC3)C(=O)O)C (penicillin V), C(CCCC\C=C/C\C=C/C\C=C/CCCCC)(=O)OCCCO (1-(z,z,z-octadeca-6,9,12-trienoyloxy)-3-hydroxypropane), C1(CCCCC1)N=C=NC1CCCCC1 (1,3-dicyclohexylcarbodiimide). Reagents/catalysts: CN(C)C1=CC=NC=C1 (4-(N,N-dimethylamino)pyridine). The solvent is ClCCl (dichloromethane), CCCCCC (hexane). Run at time 8 hour. The product is CC1(C(N2C(C(C2S1)NC(COC1=CC=CC=C1)=O)=O)C(=O)OCCCOC(CCCC\C=C/C\C=C/C\C=C/CCCCC)=O)C (1-(3,3-dimethyl-7-oxo-6([phenoxyacetyl)amino]-4-thia-1-azabicyclo[3.2.0]heptan-2-oyloxy)-3-(z,z,z-octadeca-6,9,12-trienoyloxy)propane). As a reaction SMILES: [CH3:1][C:2]1([CH3:24])[S:6][C@@H:5]2[C@H:7]([NH:10][C:11]([CH2:13][O:14][C:15]3[CH:16]=[CH:17][CH:18]=[CH:19][CH:20]=3)=[O:12])[C:8](=[O:9])[N:4]2[C@H:3]1[C:21]([OH:23])=[O:22].[C:25]([O:44][CH2:45][CH2:46][CH2:47]O)(=[O:43])[CH2:26][CH2:27][CH2:28][CH2:29]/[CH:30]=[CH:31]\[CH2:32]/[CH:33]=[CH:34]\[CH2:35]/[CH:36]=[CH:37]\[CH2:38][CH2:39][CH2:40][CH2:41][CH3:42].C1(N=C=NC2CCCCC2)CCCCC1>CN(C1C=CN=CC=1)C.ClCCl.CCCCCC>[CH3:1][C:2]1([CH3:24])[S:6][CH:5]2[N:4]([C:8](=[O:9])[CH:7]2[NH:10][C:11](=[O:12])[CH2:13][O:14][C:15]2[CH:16]=[CH:17][CH:18]=[CH:19][CH:20]=2)[CH:3]1[C:21]([O:23][CH2:47][CH2:46][CH2:45][O:44][C:25](=[O:43])[CH2:26][CH2:27][CH2:28][CH2:29]/[CH:30]=[CH:31]\[CH2:32]/[CH:33]=[CH:34]\[CH2:35]/[CH:36]=[CH:37]\[CH2:38][CH2:39][CH2:40][CH2:41][CH3:42])=[O:22]. Reported procedure: A mixture of penicillin V (1 g, 2.9 mmol), 1-(z,z,z-octadeca-6,9,12-trienoyloxy)-3-hydroxypropane (860 mg, 2.6 mmol), 1,3-dicyclohexylcarbodiimide (620 mg, 3 mmol) and 4-(N,N-dimethylamino)pyridine (catalytic amount) in dichloromethane (30 ml) was stirred overnight at room temperature. The reaction mixture was diluted with hexane (50 ml), filtered and concentrated to dryness. The residue was washed with hexane (3×50 ml) to remove unreacted 1-(z,z,z-octadeca-6,9,12-trienoyloxy)-3-hydroxypropane. ... Conditions: temperature 25 celsius, time 20 minute. Yields the product C1(CCC1)C1=CC(=C(C(=O)O)C=C1C(=O)OC)CC (4-Cyclobutyl-2-ethyl-5-(methoxycarbonyl)benzoic acid). Yield: 68.6%. The reactants are C(OC)(OC)=O (dimethyl carbonate), C1(CCC1)C1=CC(=C(C(=O)O)C=C1I)CC (4-cyclobutyl-2-ethyl-5-iodobenzoic acid), C1(CCC1)C1=CC(=C(C(=O)O)C=C1I)CC (4-cyclobutyl-2-ethyl-5-iodobenzoic acid), [Li]CCCC (n-BuLi). The solvent is O1CCCC1 (tetrahydrofuran), C1CCOC1 (THF). As a reaction SMILES: [CH:1]1([C:5]2[C:13](I)=[CH:12][C:8]([C:9]([OH:11])=[O:10])=[C:7]([CH2:15][CH3:16])[CH:6]=2)[CH2:4][CH2:3][CH2:2]1.[Li]CCCC.[C:22](=O)([O:25]C)[O:23][CH3:24]>C1COCC1>[CH:1]1([C:5]2[C:13]([C:22]([O:23][CH3:24])=[O:25])=[CH:12][C:8]([C:9]([OH:11])=[O:10])=[C:7]([CH2:15][CH3:16])[CH:6]=2)[CH2:4][CH2:3][CH2:2]1. Procedure: To a solution of 4-cyclobutyl-2-ethyl-5-iodobenzoic acid (compound 215.3, 3.30 g, 10.0 mmol, 1.00 equiv) in THF (40 mL) was added n-BuLi (2.5 M, 9.50 mL, 2.38 equiv) dropwise at −78° C. under nitrogen atmosphere. The resulting solution was stirred for another 20 min at the same temperature, followed by the addition of a solution of dimethyl carbonate (2.70 g, 30.0 mmol, 3.00 equiv) in tetrahydrofuran (2 mL) dropwise. The reaction temperature was slowly raised to 25° C. and stirred for another 1 ... Reactants: [N+](=O)([O-])C1=C(OCC(C(C(C(COC2=CC=C(C=O)C=C2)(F)F)(F)F)(F)F)(F)F)C=CC(=C1)[N+](=O)[O-] (4-[6-(2,4-dinitrophenoxy)-2,2,3,3,4,4,5,5-octaflurohexyloxy]benzaldehyde), C(C)OP(=O)(OCC)CC(=O)O[Si](C)(C)C (trimethylsilyl diethylphosphonoacetate), solution, C(CCC)[Li] (butyllithium). Solvent: O (water), O1CCCC1 (tetrahydrofuran), O1CCCC1 (tetrahydrofuran), CCCCCC (hexane). Reaction conditions: time 2 hour. The product is [N+](=O)([O-])C1=C(OCC(C(C(C(COC2=CC=C(C=CC(=O)O)C=C2)(F)F)(F)F)(F)F)(F)F)C=CC(=C1)[N+](=O)[O-] (4-[6-(2,4-dinitrophenoxy)-2,2,3,3,4,4,5,5-octaflurohexyloxy]cinnamic acid). Reaction SMILES: C(OP([CH2:9][C:10]([O:12][Si](C)(C)C)=[O:11])(OCC)=O)C.C([Li])CCC.[N+:22]([C:25]1[CH:54]=[C:53]([N+:55]([O-:57])=[O:56])[CH:52]=[CH:51][C:26]=1[O:27][CH2:28][C:29]([F:50])([F:49])[C:30]([F:48])([F:47])[C:31]([F:46])([F:45])[C:32]([F:44])([F:43])[CH2:33][O:34][C:35]1[CH:42]=[CH:41][C:38]([CH:39]=O)=[CH:37][CH:36]=1)([O-:24])=[O:23]>O1CCCC1.CCCCCC.O>[N+:22]([C:25]1[CH:54]=[C:53]([N+:55]([O-:57])=[O:56])[CH:52]=[CH:51][C:26]=1[O:27][CH2:28][C:29]([F:49])([F:50])[C:30]([F:47])([F:48])[C:31]([F:45])([F:46])[C:32]([F:43])([F:44])[CH2:33][O:34][C:35]1[CH:36]=[CH:37][C:38]([CH:39]=[CH:9][C:10]([OH:12])=[O:11])=[CH:41][CH:42]=1)([O-:24])=[O:23]. Reported procedure: To a mixture of trimethylsilyl diethylphosphonoacetate (2.97 g) in anhydrous tetrahydrofuran (100 mL) at 0° C. is added 1.6 M solution of butyllithium in hexane (6.9 mL). The reaction is stirred for 2 hrs. at room temperature and then treated with 4-[6-(2,4-dinitrophenoxy)-2,2,3,3,4,4,5,5-octaflurohexyloxy]benzaldehyde (5.32 g) in anhydrous tetrahydrofuran (30 mL). The mixture is stirred for a further 2 hrs., diluted with water and extracted with ethyl ether. The extracts are washed with water a... Reaction conditions: temperature 45 celsius. Yields the product desired acid, CC(C(=O)O)(C)C1=CC(=CC=C1)OC1=CC=CC=C1 (2-methyl-2-(3-phenoxy-phenyl)-propionic acid). As a reaction SMILES: [CH3:1][C:2]([C:8]1[CH:13]=[CH:12][CH:11]=[C:10]([O:14][C:15]2[CH:20]=[CH:19][CH:18]=[CH:17][CH:16]=2)[CH:9]=1)([CH3:7])[C:3]([O:5]C)=[O:4].C[Si](C)(C)[O-].[K+].Cl>C1COCC1.CCOC(C)=O>[CH3:7][C:2]([C:8]1[CH:13]=[CH:12][CH:11]=[C:10]([O:14][C:15]2[CH:20]=[CH:19][CH:18]=[CH:17][CH:16]=2)[CH:9]=1)([CH3:1])[C:3]([OH:5])=[O:4] |f:1.2|. The reactants are CC(C(=O)OC)(C)C1=CC(=CC=C1)OC1=CC=CC=C1 (methyl 2-methyl-2-(3-phenoxy-phenyl)-propionate), C[Si]([O-])(C)C.[K+] (potassium trimethylsilanolate), Cl (HCl). Solvent: C1CCOC1 (THF), CCOC(=O)C (EtOAc). Procedure: To a solution of methyl 2-methyl-2-(3-phenoxy-phenyl)-propionate (712 mg, 2.63 mmol) in THF (8 mL) was added potassium trimethylsilanolate (90% technical grade; 563 mg; 1.5 eq) and the solution heated to 45° C. for 5 hrs. The solution was allowed to cool, diluted with EtOAc (15 mL) and acidified with 2M HCl to ˜pH 3. The organic layer was separated and the aqueous phase extracted with EtOAc. The combined organic phases were dried (MgSO4), filtered and evaporated to dryness to afford the desired ... Starting materials: C(C)(C)(C)OC(=O)N1CC(CC1)NCC(N)=O (3-(carbamoylmethyl-amino)-pyrrolidine-1-carboxylic acid tert-butyl ester), ClC1=CC=C(C=O)C=C1 (4-chlorobenzaldehyde), C(C)(=O)O[BH-](OC(C)=O)OC(C)=O.[Na+] (sodium triacetoxy borohydride), C(C)(=O)O (acetic acid). Run in ClC(C)Cl (dichloroethane). Run at time 8 hour. The product is C(C)(C)(C)OC(=O)N1CC(CC1)N(CC1=CC=C(C=C1)Cl)CC(N)=O (3-[Carbamoylmethyl-(4-chloro-benzyl)-amino]-pyrrolidine-1-carboxylic acid tert-butyl ester). RXN SMILES: [C:1]([O:5][C:6]([N:8]1[CH2:12][CH2:11][CH:10]([NH:13][CH2:14][C:15](=[O:17])[NH2:16])[CH2:9]1)=[O:7])([CH3:4])([CH3:3])[CH3:2].[Cl:18][C:19]1[CH:26]=[CH:25][C:22]([CH:23]=O)=[CH:21][CH:20]=1.C(O[BH-](OC(=O)C)OC(=O)C)(=O)C.[Na+].C(O)(=O)C>ClC(Cl)C>[C:1]([O:5][C:6]([N:8]1[CH2:12][CH2:11][CH:10]([N:13]([CH2:14][C:15](=[O:17])[NH2:16])[CH2:23][C:22]2[CH:25]=[CH:26][C:19]([Cl:18])=[CH:20][CH:21]=2)[CH2:9]1)=[O:7])([CH3:4])([CH3:2])[CH3:3] |f:2.3|. Reported procedure: To a solution of 3-(carbamoylmethyl-amino)-pyrrolidine-1-carboxylic acid tert-butyl ester (0.49 g, 2.03 mmol) in dichloroethane (5.0 mL) was added 4-chlorobenzaldehyde 0.34 g, 2.44 mmol), sodium triacetoxy borohydride (0.86 g, 4.06 mmol) and catalytic acetic acid and the resulting mixture was stirred at room temperature overnight. The reaction mixture was concentrated, dissolved in dichloromethane and washed with 10% aqueous sodium bicarbonate. The combined organics were washed with brine and dr... The reactants are O=C([O-])[O-], CS(=O)(=O)OCc1noc(-c2cccc(C#N)c2)n1, CCC(C)=O, [K+], [K+], c1cc(-c2nnc3n2CCCN3)ccn1. Yields the product N#Cc1cccc(-c2nc(CN3CCCn4c(-c5ccncc5)nnc43)no2)c1. RXN SMILES: [C:35](=[O:36])([O-:37])[O-:38].[CH3:1][S:2]([O:3][CH2:6][c:7]1[n:8][o:9][c:10](-[c:12]2[cH:13][c:14]([C:18]#[N:19])[cH:15][cH:16][cH:17]2)[n:11]1)(=[O:4])=[O:5].[CH3:41][C:42](=[O:43])[CH2:44][CH3:45].[K+:39].[K+:40].[n:20]1[cH:21][cH:22][c:23](-[c:26]2[n:27][n:28][c:29]3[n:30]2[CH2:31][CH2:32][CH2:33][NH:34]3)[cH:24][cH:25]1>>[CH2:6]([c:7]1[n:8][o:9][c:10](-[c:12]2[cH:13][c:14]([C:18]#[N:19])[cH:15][cH:16][cH:17]2)[n:11]1)[N:34]1[c:29]2[n:28][n:27][c:26](-[c:23]3[cH:22][cH:21][n:20][cH:25][cH:24]3)[n:30]2[CH2:31][CH2:32][CH2:33]1.